Dataset: the Open Reaction Database (ORD), a public repository of structured organic reaction records. Task: describe an organic reaction: reactants, conditions, products, and yield The reactants are COCC1(CBr)CC1, O=C1OC2(CCN(C(=O)c3c[nH]c4cc(Cl)ccc34)CC2)c2ccccc21. Yields the product COCC1(Cn2cc(C(=O)N3CCC4(CC3)OC(=O)c3ccccc34)c3ccc(Cl)cc32)CC1. Reaction SMILES: [Br:28][CH2:29][C:30]1([CH2:33][O:34][CH3:35])[CH2:31][CH2:32]1.[Cl:1][c:2]1[cH:3][cH:4][c:5]2[c:6]([C:11](=[O:12])[N:13]3[CH2:14][CH2:15][C:16]4([O:17][C:18](=[O:25])[c:19]5[c:20]4[cH:21][cH:22][cH:23][cH:24]5)[CH2:26][CH2:27]3)[cH:7][nH:8][c:9]2[cH:10]1>>[Cl:1][c:2]1[cH:3][cH:4][c:5]2[c:6]([C:11](=[O:12])[N:13]3[CH2:14][CH2:15][C:16]4([O:17][C:18](=[O:25])[c:19]5[c:20]4[cH:21][cH:22][cH:23][cH:24]5)[CH2:26][CH2:27]3)[cH:7][n:8]([CH2:29][C:30]3([CH2:33][O:34][CH3:35])[CH2:31][CH2:32]3)[c:9]2[cH:10]1. Reactants: C(C)(=O)OC1CCC(CC1)=O (4-acetoxycyclohexanone), ClC1=CC(=CC=C1)C(=O)OO (m-chloroperbenzoic acid). The solvent is C(Cl)(Cl)Cl (chloroform), C(Cl)(Cl)Cl (chloroform). Conditions: temperature 40 celsius, time 2 hour. Yields the product C(C)(=O)OC1CCC(=O)OCC1 (4-acetoxycaprolactone). RXN SMILES: [C:1]([O:4][CH:5]1[CH2:10][CH2:9][C:8](=[O:11])[CH2:7][CH2:6]1)(=[O:3])[CH3:2].ClC1C=CC=C(C(OO)=[O:20])C=1>C(Cl)(Cl)Cl>[C:1]([O:4][CH:5]1[CH2:6][CH2:7][O:11][C:8](=[O:20])[CH2:9][CH2:10]1)(=[O:3])[CH3:2]. Procedure details: 50 g of 4-acetoxycyclohexanone, dissolved in 150 ml of chloroform, were treated at 40° C. in the course of 40 minutes, with stirring, with 136 g of m-chloroperbenzoic acid (55% strength), dissolved in 500 ml of chloroform. The reaction mixture was stirred at 40° C. for 2 hours. After cooling to room temperature, the precipitated solid (m-chlorobenzoic acid), was filtered off with suction. The chloroform phase was extracted twice by shaking with 20% strength aqueous sodium carbonate solution, dri... Reactants: ClC=1C=NC=C(C1C=O)Cl (3,5-dichloropyridine-4-carboxaldehyde), CC(C(=O)[O-])S (methylthioglycolate), C(=O)([O-])[O-].[Cs+].[Cs+] (Cs2CO3), ClC1=CC=C(C=C1)O (4-chlorophenol), CC(C)([O-])C.[K+] (potassium tert-butoxide). Run in C1CCOC1 (THF), C1CCOC1 (THF). Reaction conditions: temperature 25 celsius, time 1 hour. The product is ClC1=CC=C(OC2=C3C(=CN=C2)SC(=C3)C(=O)OC)C=C1 (methyl 4-(4-chlorophenoxy)thieno[2,3-c]pyridine-2-carboxylate). Reaction SMILES: [Cl:1][C:2]1[CH:7]=[CH:6][C:5]([OH:8])=[CH:4][CH:3]=1.[CH3:9]C(C)([O-])C.[K+].Cl[C:16]1[CH:17]=[N:18][CH:19]=[C:20](Cl)[C:21]=1[CH:22]=O.C[CH:26]([SH:30])[C:27]([O-:29])=[O:28].C([O-])([O-])=O.[Cs+].[Cs+]>C1COCC1>[Cl:1][C:2]1[CH:7]=[CH:6][C:5]([O:8][C:20]2[CH:19]=[N:18][CH:17]=[C:16]3[S:30][C:26]([C:27]([O:29][CH3:9])=[O:28])=[CH:22][C:21]=23)=[CH:4][CH:3]=1 |f:1.2,5.6.7|. Reported procedure: A solution of 4-chlorophenol (2.63 g, 20.5 mmol) in THF (20 mL) at 0° C. was treated dropwise with a solution of potassium tert-butoxide (1.0 M solution in THF, 20.4 mL, 20.5 mmol), stirred at 25° C. for 1 hour, cooled to 0° C., treated with a solution of Example 17A (3.54 g, 20.23 mmol) in THF (40 mL), warmed at 60° C. for 0.5 hours, cooled to 0° C., treated with methylthioglycolate (1.989 mL, 22.25 mmol) and Cs2CO3 (6.59 g, 20.23 mmol), warmed at 60° C. for 0.25 hours, cooled to room temperatu... Starting materials: COC(=O)c1ccc(Br)cc1F, [C-]#N, [C-]#N, CN(C)C=O, [Pd], [Zn+2], c1ccc(P(c2ccccc2)c2ccccc2)cc1, c1ccc(P(c2ccccc2)c2ccccc2)cc1, c1ccc(P(c2ccccc2)c2ccccc2)cc1, c1ccc(P(c2ccccc2)c2ccccc2)cc1. Product: COC(=O)c1ccc(C#N)cc1F. As a reaction SMILES: [Br:1][c:2]1[cH:3][c:4]([F:12])[c:5]([C:6](=[O:7])[O:8][CH3:9])[cH:10][cH:11]1.[C-:18]#[N:19].[C-:21]#[N:22].[CH3:13][N:14]([CH3:15])[CH:16]=[O:17].[Pd:99].[Zn+2:20].[c:23]1([P:24]([c:25]2[cH:26][cH:27][cH:28][cH:29][cH:30]2)[c:31]2[cH:32][cH:33][cH:34][cH:35][cH:36]2)[cH:37][cH:38][cH:39][cH:40][cH:41]1.[c:42]1([P:43]([c:44]2[cH:45][cH:46][cH:47][cH:48][cH:49]2)[c:50]2[cH:51][cH:52][cH:53][cH:54][cH:55]2)[cH:56][cH:57][cH:58][cH:59][cH:60]1.[c:61]1([P:62]([c:63]2[cH:64][cH:65][cH:66][cH:67][cH:68]2)[c:69]2[cH:70][cH:71][cH:72][cH:73][cH:74]2)[cH:75][cH:76][cH:77][cH:78][cH:79]1.[c:80]1([P:81]([c:82]2[cH:83][cH:84][cH:85][cH:86][cH:87]2)[c:88]2[cH:89][cH:90][cH:91][cH:92][cH:93]2)[cH:94][cH:95][cH:96][cH:97][cH:98]1>>[c:2]1([C:13]#[N:14])[cH:3][c:4]([F:12])[c:5]([C:6](=[O:7])[O:8][CH3:9])[cH:10][cH:11]1. Starting materials: [H-].[Al+3].[Li+].[H-].[H-].[H-] (Lithium aluminium hydride), C[C@H]1N(C(O[C@H]1C1=CC=CC=C1)=O)C([C@@H](CC(F)(F)F)C)=O ((4R,5S)-4-methyl-3-((2R)-2-methyl-4,4,4-trifluorobutyryl)-5-phenyl-2-oxazolidinone), O (water), [OH-].[Na+] (sodium hydroxide), 2h, O (water). Solvent: C(C)OCC (diethyl ether). Conditions: temperature 0 celsius, time 20 minute. Yields the product C[C@H]1NC(O[C@H]1C1=CC=CC=C1)=O ((4R,5S)-(+)-4-methyl-5-phenyl-2-oxazolidinone). RXN SMILES: [H-].[Al+3].[Li+].[H-].[H-].[H-].[CH3:7][C@@H:8]1[C@H:12]([C:13]2[CH:18]=[CH:17][CH:16]=[CH:15][CH:14]=2)[O:11][C:10](=[O:19])[N:9]1C(=O)[C@H](C)CC(F)(F)F.O.[OH-].[Na+]>C(OCC)C>[CH3:7][C@@H:8]1[C@H:12]([C:13]2[CH:18]=[CH:17][CH:16]=[CH:15][CH:14]=2)[O:11][C:10](=[O:19])[NH:9]1 |f:0.1.2.3.4.5,8.9|. Reported procedure: Lithium aluminium hydride (10.26 g) was added to a stirred solution of (4R,5S)-4-methyl-3-((2R)-2-methyl-4,4,4-trifluorobutyryl)-5-phenyl-2-oxazolidinone (28 g) in dry diethyl ether (200 mL) at -20° C. under an inert atmosphere, then the mixture was warmed to 0° C. After 2h at 0° C., water (10.27 mL), 10% w/v sodium hydroxide (10.27 mL) and water (31 mL) were added, and the mixture was stirred 20 min. The salts were filtered and washed with distilled diethyl ether. The diethyl ether solution was... Starting materials: [N+](=O)([O-])C1=CC=CC=2C(C3=CC=C(C=C3C(C12)=O)[N+](=O)[O-])=O (1,7-dinitroanthraquinone), COCCOC (ethyleneglycol dimethylether), N (ammonia). The solvent is O (water). Yields the product NC1=CC=CC=2C(C3=CC=C(C=C3C(C12)=O)[N+](=O)[O-])=O (1-amino-7-nitroanthraquinone). Isolated yield 93.0%. RXN SMILES: [N+:1]([C:4]1[C:17]2[C:16](=[O:18])[C:15]3[C:10](=[CH:11][CH:12]=[C:13]([N+:19]([O-:21])=[O:20])[CH:14]=3)[C:9](=[O:22])[C:8]=2[CH:7]=[CH:6][CH:5]=1)([O-])=O.COCCOC.N>O>[NH2:1][C:4]1[C:17]2[C:16](=[O:18])[C:15]3[C:10](=[CH:11][CH:12]=[C:13]([N+:19]([O-:21])=[O:20])[CH:14]=3)[C:9](=[O:22])[C:8]=2[CH:7]=[CH:6][CH:5]=1. Reported procedure: A mixture of 301 g of 1,7-dinitroanthraquinone (99%) and 1 liter of ethyleneglycol dimethylether was reacted with 510 g of ammonia in an autoclave over a period of 4 hours at a temperature of 130° C. (molar ratio 30 : 1; pressure 60 atms). After cooling, the reaction mixture was poured into 5 litres of water and the deposit which precipitated was filtered off under suction, washed with water and dried. Yield: 264 g of a 93% 1-amino-7-nitroanthraquinone (91% of the theoretical yield). The reactants are NC1(CCC1)C1=CC=C(C=C1)C=1C(=CC2=C(OCCN2C(C)=O)N1)C1=CC=CC=C1 (1-(6-(4-(1-aminocyclobutyl)phenyl)-7-phenyl-2,3-dihydro-1H-pyrido[2,3-b][1,4]oxazin-1-yl)ethanone), N1C(=NC=C1)CCN1C2=C(OCC1=O)N=C(C(=C2)C2=CC=CC=C2)C2=CC=C(C=C2)C2(CCC2)N (1-((1H-imidazol-2-yl)ethyl)-6-(4-(1-aminocyclobutyl)phenyl)-7-phenyl-1H-pyrido[2,3-b][1,4]oxazin-2(3H)-one), C(C)(C)(C)OC(NC1(CCC1)C1=CC=C(C=C1)C=1C(=CC2=C(OCCN2CC#N)N1)C1=CC=CC=C1)=O (tert-butyl(1-(4-(1-(cyanomethyl)-7-phenyl-2,3-dihydro-1H-pyrido[2,3-b][1,4]oxazin-6-yl)phenyl)cyclobutyl)carbamate). The product is NC1(CCC1)C1=CC=C(C=C1)C=1C(=CC2=C(OCCN2CC(=O)N)N1)C1=CC=CC=C1 (2-(6-(4-(1-aminocyclobutyl)phenyl)-7-phenyl-2,3-dihydro-1H-pyrido[2,3-b][1,4]oxazin-1-yl)acetamide). As a reaction SMILES: NC1(C2C=CC(C3C(C4C=CC=CC=4)=CC4N(C(=O)C)CC[O:17]C=4N=3)=CC=2)CCC1.N1C=CN=C1CCN1C(=O)COC2N=C(C3C=CC(C4(N)CCC4)=CC=3)C(C3C=CC=CC=3)=CC1=2.C(OC(=O)[NH:72][C:73]1([C:77]2[CH:82]=[CH:81][C:80]([C:83]3[C:84]([C:96]4[CH:101]=[CH:100][CH:99]=[CH:98][CH:97]=4)=[CH:85][C:86]4[N:91]([CH2:92][C:93]#[N:94])[CH2:90][CH2:89][O:88][C:87]=4[N:95]=3)=[CH:79][CH:78]=2)[CH2:76][CH2:75][CH2:74]1)(C)(C)C>>[NH2:72][C:73]1([C:77]2[CH:78]=[CH:79][C:80]([C:83]3[C:84]([C:96]4[CH:101]=[CH:100][CH:99]=[CH:98][CH:97]=4)=[CH:85][C:86]4[N:91]([CH2:92][C:93]([NH2:94])=[O:17])[CH2:90][CH2:89][O:88][C:87]=4[N:95]=3)=[CH:81][CH:82]=2)[CH2:76][CH2:75][CH2:74]1. Procedure details: Following the procedure for 1-(6-(4-(1-aminocyclobutyl)phenyl)-7-phenyl-2,3-dihydro-1H-pyrido[2,3-b][1,4]oxazin-1-yl)ethanone, 1-((1H-imidazol-2-yl)ethyl)-6-(4-(1-aminocyclobutyl)phenyl)-7-phenyl-1H-pyrido[2,3-b][1,4]oxazin-2(3H)-one, tert-butyl(1-(4-(1-(cyanomethyl)-7-phenyl-2,3-dihydro-1H-pyrido[2,3-b][1,4]oxazin-6-yl)phenyl)cyclobutyl)carbamate (5 mg, 0.01 mmol) was reacted to afford the two title compounds (1 mg, 25% and 2 mg, 41%). LCMS: RT=3.99 min, M-16=380. 1H NMR (500 MHz, MeOD): 7.20-7... Starting materials: COC(CNC)OC (methylaminoacetaldehyde dimethylacetal), C1=CC=CC=C1 (benzene), ClC1=C(OC(C)C2=NN=C(S2)N=C=O)C=CC(=C1)Cl (5-[1-(2,4-dichlorophenoxy)ethyl]-1,3,4-thiadiazol-2-yl isocyanate). Solvent: CCCCCC.C(C)OCC (hexane diethylether). The product is ClC1=C(OC(C)C2=NN=C(S2)NC(N(CC(OC)OC)C)=O)C=CC(=C1)Cl (3-[5-[1-(2,4-dichlorophenoxy)ethyl]-1,3,4-thiadiazol-2-yl]-1-methyl-1-(2,2-dimethoxyethyl)urea). The yield is 81.7%. RXN SMILES: [CH3:1][O:2][CH:3]([O:7][CH3:8])[CH2:4][NH:5][CH3:6].C1C=CC=CC=1.[Cl:15][C:16]1[CH:32]=[C:31]([Cl:33])[CH:30]=[CH:29][C:17]=1[O:18][CH:19]([C:21]1[S:25][C:24]([N:26]=[C:27]=[O:28])=[N:23][N:22]=1)[CH3:20]>CCCCCC.C(OCC)C>[Cl:15][C:16]1[CH:32]=[C:31]([Cl:33])[CH:30]=[CH:29][C:17]=1[O:18][CH:19]([C:21]1[S:25][C:24]([NH:26][C:27](=[O:28])[N:5]([CH3:6])[CH2:4][CH:3]([O:7][CH3:8])[O:2][CH3:1])=[N:23][N:22]=1)[CH3:20] |f:3.4|. Procedure details: A 200 milliliter flask was charged with 2.1 grams (0.018 mole) of methylaminoacetaldehyde dimethylacetal, 50 milliliters of benzene and 5.8 grams (0.018 mole) of the 5-[1-(2,4-dichlorophenoxy)ethyl]-1,3,4-thiadiazol-2-yl isocyanate dimer (prepared above). The resulting slurry was refluxed for 15 minutes to form a yellow solution and cooled with formation of a few crystals. A minimum amount of hexane-diethylether was added, and crystallization occurred. The crystals were filtered off, and dried i...